Dataset: the Open Reaction Database (ORD), a public repository of structured organic reaction records. Task: describe an organic reaction: reactants, conditions, products, and yield Starting materials: F[B-](F)(F)F, COc1ccc2nc3c(nc2c1)OC1CC(C(=O)O)N(C1)C(=O)C(C(C)(C)C)NC(=O)OC1CC1CCCCC3, CCOC(C)=O, CN(C)c1ccncc1, C=CC1CC1([NH3+])C(=O)NS(=O)(=O)C1CC1, CCN(C(C)C)C(C)C, [Cl-], ClCCl, CN(C)C(On1nnc2ccccc21)=[N+](C)C. Product: C=CC1CC1(NC(=O)C1CC2CN1C(=O)C(C(C)(C)C)NC(=O)OC1CC1CCCCCc1nc3ccc(OC)cc3nc1O2)C(=O)NS(=O)(=O)C1CC1. As a reaction SMILES: [B-:66]([F:67])([F:68])([F:69])[F:70].[C:1]([CH3:2])([CH3:3])([CH3:4])[CH:5]1[NH:6][C:7](=[O:40])[O:8][CH:9]2[CH:10]([CH2:11][CH2:12][CH2:13][CH2:14][CH2:15][c:16]3[c:17]([n:18][c:19]4[cH:20][c:21]([O:26][CH3:27])[cH:22][cH:23][c:24]4[n:25]3)[O:28][CH:29]3[CH2:30][CH:31]([C:36](=[O:37])[OH:38])[N:32]([C:33]1=[O:34])[CH2:35]3)[CH2:39]2.[CH3:100][CH2:101][O:102][C:103]([CH3:104])=[O:105].[CH3:91][N:92]([c:93]1[cH:94][cH:95][n:96][cH:97][cH:98]1)[CH3:99].[CH:42]1([S:45](=[O:46])(=[O:47])[NH:48][C:49](=[O:50])[C:51]2([NH3+:56])[CH:52]([CH:54]=[CH2:55])[CH2:53]2)[CH2:43][CH2:44]1.[CH:57]([N:58]([CH2:59][CH3:60])[CH:61]([CH3:62])[CH3:63])([CH3:64])[CH3:65].[Cl-:41].[Cl:88][CH2:89][Cl:90].[n:71]1([O:72][C:73]([N:74]([CH3:75])[CH3:76])=[N+:77]([CH3:78])[CH3:79])[c:80]2[cH:81][cH:82][cH:83][cH:84][c:85]2[n:86][n:87]1>>[C:1]([CH3:2])([CH3:3])([CH3:4])[CH:5]1[NH:6][C:7](=[O:40])[O:8][CH:9]2[CH:10]([CH2:11][CH2:12][CH2:13][CH2:14][CH2:15][c:16]3[c:17]([n:18][c:19]4[cH:20][c:21]([O:26][CH3:27])[cH:22][cH:23][c:24]4[n:25]3)[O:28][CH:29]3[CH2:30][CH:31]([C:36](=[O:37])[NH:56][C:51]4([C:49]([NH:48][S:45]([CH:42]5[CH2:43][CH2:44]5)(=[O:46])=[O:47])=[O:50])[CH:52]([CH:54]=[CH2:55])[CH2:53]4)[N:32]([C:33]1=[O:34])[CH2:35]3)[CH2:39]2. Starting materials: BrC=1C(=CSC1)C(CCCC1=CC=CC=C1)O (1-(4-bromo-thiophen-3-yl)-4-phenyl-butan-1-ol), C(C)OC(CC1(CC1)C1=CC=C(C=C1)C1=CC=C(C=C1)B1OC(C(O1)(C)C)(C)C)=O ({1-[4′-(4,4,5,5-tetramethyl-[1,3,2]dioxaborolan-2-yl)-biphenyl-4-yl]-cyclopropyl}-acetic acid ethyl ester). Product: C(C)OC(CC1(CC1)C1=CC=C(C=C1)C1=CC=C(C=C1)C1=CSC=C1C(CCCC1=CC=CC=C1)O)=O ((1-{4′-[4-(1-Hydroxy-4-phenyl-butyl)-thiophen-3-yl]-biphenyl-4-yl}-cyclopropyl)-acetic acid ethyl ester). RXN SMILES: Br[C:2]1[C:3]([CH:7]([OH:17])[CH2:8][CH2:9][CH2:10][C:11]2[CH:16]=[CH:15][CH:14]=[CH:13][CH:12]=2)=[CH:4][S:5][CH:6]=1.[CH2:18]([O:20][C:21](=[O:47])[CH2:22][C:23]1([C:26]2[CH:31]=[CH:30][C:29]([C:32]3[CH:37]=[CH:36][C:35](B4OC(C)(C)C(C)(C)O4)=[CH:34][CH:33]=3)=[CH:28][CH:27]=2)[CH2:25][CH2:24]1)[CH3:19]>>[CH2:18]([O:20][C:21](=[O:47])[CH2:22][C:23]1([C:26]2[CH:27]=[CH:28][C:29]([C:32]3[CH:37]=[CH:36][C:35]([C:2]4[C:3]([CH:7]([OH:17])[CH2:8][CH2:9][CH2:10][C:11]5[CH:16]=[CH:15][CH:14]=[CH:13][CH:12]=5)=[CH:4][S:5][CH:6]=4)=[CH:34][CH:33]=3)=[CH:30][CH:31]=2)[CH2:24][CH2:25]1)[CH3:19]. Procedure: Prepared according to the procedure described in Example 1, Step 2, using the following starting materials: 1-(4-bromo-thiophen-3-yl)-4-phenyl-butan-1-ol and {1-[4′-(4,4,5,5-tetramethyl-[1,3,2]dioxaborolan-2-yl)-biphenyl-4-yl]-cyclopropyl}-acetic acid ethyl ester.